Dataset: the Open Reaction Database (ORD), a public repository of structured organic reaction records. Task: describe an organic reaction: reactants, conditions, products, and yield Reactants: [BH4-].[Na+] (sodium borohydride), C(C1=CC=CC=C1)OC(=O)N[C@H](C(CC(=O)OCC)=O)C1CC1 (Ethyl 4-(S)-benzyloxycarbonylamino-4-cyclopropyl-3-oxobutanoate), O (water). The solvent is C(C)O (ethanol). Conditions: time 1 hour. The product is C(C1=CC=CC=C1)OC(=O)N[C@H](C(CC(=O)OCC)O)C1CC1 (Ethyl 4-(S)-benzyloxycarbonylamino-4-cyclopropyl-3-hydroxybutanoate). The yield is 98.3%. Reaction SMILES: [CH2:1]([O:8][C:9]([NH:11][C@@H:12]([CH:21]1[CH2:23][CH2:22]1)[C:13](=[O:20])[CH2:14][C:15]([O:17][CH2:18][CH3:19])=[O:16])=[O:10])[C:2]1[CH:7]=[CH:6][CH:5]=[CH:4][CH:3]=1.[BH4-].[Na+].O>C(O)C>[CH2:1]([O:8][C:9]([NH:11][C@@H:12]([CH:21]1[CH2:23][CH2:22]1)[CH:13]([OH:20])[CH2:14][C:15]([O:17][CH2:18][CH3:19])=[O:16])=[O:10])[C:2]1[CH:3]=[CH:4][CH:5]=[CH:6][CH:7]=1 |f:1.2|. Reported procedure: Ethyl 4-(S)-benzyloxycarbonylamino-4-cyclopropyl-3-oxobutanoate (1.526 g, 4.778 mmol) was dissolved in anhydrous ethanol (15 ml), and the solution was mixed with sodium borohydride (94.6 mg, 2.50 mmol)under ice-cooling and stirred at the same temperature for 1 hour. Under ice-cooling, the reaction solution was mixed with water (20 ml) and then ethanol was evaporated under a reduced pressure. The thus obtained residue was mixed with chloroform (50 ml) and stirred, and then the thus separated chlo... The reactants are C(C1=CC=CC=C1)C=1C=NC2=C(C=CC=C2C1C=1C=C(C=CC1)N)C(F)(F)F (3-(3-benzyl-8-trifluoromethyl-quinolin-4-yl)-phenylamine), C(C)OC=1C=C(C=O)C=CC1OC (3-ethoxy-4-methoxy benzaldehyde). The product is C(C1=CC=CC=C1)C=1C=NC2=C(C=CC=C2C1C=1C=C(C=CC1)NCC1=CC(=C(C=C1)OC)OCC)C(F)(F)F ({3-[3-BENZYL-8-(TRIFLUOROMETHYL)QUINOLIN-4-YL]PHENYL}(3-ETHOXY-4-METHOXYBENZYL)AMINE). Reaction SMILES: [CH2:1]([C:8]1[CH:9]=[N:10][C:11]2[C:16]([C:17]=1[C:18]1[CH:19]=[C:20]([NH2:24])[CH:21]=[CH:22][CH:23]=1)=[CH:15][CH:14]=[CH:13][C:12]=2[C:25]([F:28])([F:27])[F:26])[C:2]1[CH:7]=[CH:6][CH:5]=[CH:4][CH:3]=1.[CH2:29]([O:31][C:32]1[CH:33]=[C:34]([CH:37]=[CH:38][C:39]=1[O:40][CH3:41])[CH:35]=O)[CH3:30]>>[CH2:1]([C:8]1[CH:9]=[N:10][C:11]2[C:16]([C:17]=1[C:18]1[CH:19]=[C:20]([NH:24][CH2:35][C:34]3[CH:37]=[CH:38][C:39]([O:40][CH3:41])=[C:32]([O:31][CH2:29][CH3:30])[CH:33]=3)[CH:21]=[CH:22][CH:23]=1)=[CH:15][CH:14]=[CH:13][C:12]=2[C:25]([F:28])([F:26])[F:27])[C:2]1[CH:3]=[CH:4][CH:5]=[CH:6][CH:7]=1. Procedure: This compound was prepared according to the procedure of example 66, substituting 3-(3-benzyl-8-trifluoromethyl-quinolin-4-yl)-phenylamine and 3-ethoxy-4-methoxy benzaldehyde. MS (ESI) m/z 591. Reactants: NC(C(=O)NC=1C=C2C(=NC=NC2=CC1OCCOC)NC1=CC(=C(C=C1)OCC1=NC=CC=C1)Cl)C (2-amino-N-[4-[3-chloro-4-(pyridin-2-ylmethoxy)-phenylamino]-7-(2-methoxy-ethoxy)-quinazolin-6-yl]-propionamide), N1=CC=CC=C1 (pyridine), Cl.CN(CCCN=C=NCC)C (1-(3-dimethylaminopropyl)-3-ethylcarbodiimide hydrochloride), C(C=C)(=O)O (acrylic acid). The solvent is C1CCOC1 (THF), C1CCOC1 (THF). Reaction conditions: temperature 0 celsius, time 3 hour. Product: ClC=1C=C(C=CC1OCC1=NC=CC=C1)NC1=NC=NC2=CC(=C(C=C12)NC(=O)[C@@H](C)NC(C=C)=O)OCCOC ((1R)—N-(1-{4-[3-chloro-4-(pyridin-2-ylmethoxy)-phenylamino]-7-(2-methoxy-ethoxy)-quinazolin-6-ylcarbamoyl}-ethyl)-acrylamide). Isolated yield 28.0%. RXN SMILES: [C:1]([OH:5])(=O)[CH:2]=[CH2:3].N1C=CC=CC=1.Cl.CN(C)CCCN=C=NCC.[NH2:24][CH:25]([CH3:60])[C:26]([NH:28][C:29]1[CH:30]=[C:31]2[C:36](=[CH:37][C:38]=1[O:39][CH2:40][CH2:41][O:42][CH3:43])[N:35]=[CH:34][N:33]=[C:32]2[NH:44][C:45]1[CH:50]=[CH:49][C:48]([O:51][CH2:52][C:53]2[CH:58]=[CH:57][CH:56]=[CH:55][N:54]=2)=[C:47]([Cl:59])[CH:46]=1)=[O:27]>C1COCC1>[Cl:59][C:47]1[CH:46]=[C:45]([NH:44][C:32]2[C:31]3[C:36](=[CH:37][C:38]([O:39][CH2:40][CH2:41][O:42][CH3:43])=[C:29]([NH:28][C:26]([C@H:25]([NH:24][C:1](=[O:5])[CH:2]=[CH2:3])[CH3:60])=[O:27])[CH:30]=3)[N:35]=[CH:34][N:33]=2)[CH:50]=[CH:49][C:48]=1[O:51][CH2:52][C:53]1[CH:58]=[CH:57][CH:56]=[CH:55][N:54]=1 |f:2.3|. Procedure: 75 μl of acrylic acid was dissolved in 4 ml of THF, and cooled to 0° C. 180 μl of pyridine and 520 ml of 1-(3-dimethylaminopropyl)-3-ethylcarbodiimide hydrochloride were added thereto, the resulting solution was reacted with 284 mg of 2-amino-N-[4-[3-chloro-4-(pyridin-2-ylmethoxy)-phenylamino]-7-(2-methoxy-ethoxy)-quinazolin-6-yl]-propionamide dissolved in 4 ml of THF as a starting material for 30 mins, and then stirred for 3 hours while heating to room temperature. The reacted solution was wash... Reactants: Cl.NC1=C(C=CC=C1)N1CCC2=CC(=CC=C12)Cl (1-(2-amino-phenyl)-5-chloroindoline hydrochloride), C[O-].[Na+] (sodium methoxide), CNC (dimethylamine), CN(C=O)C (dimethylformamide), solid. Solvent: O (water). Reported procedure: A stirred mixture, under N2, of 24.3 g of 1-(2-amino-phenyl)-5-chloroindoline hydrochloride, of Example 5, and 150 ml of dry dimethylformamide (DMF) is immersed in a 100° C. pre-heated oil bath. Solution occurs at 60° C. when 14.4 g of solid sodium methoxide is added in one portion. The mixture is rapidly heated to reflux and kept there for 45 minutes during which dimethylamine evolves copiously. The reaction mixture is then treated, in portions and without further heating, with 2 liters of wate... The product is ClC=1C=C2CCN(C2=CC1)C1=C(C=CC=C1)NC=O (5-Chloro-1-(2-formamidophenyl)indoline). RXN SMILES: Cl.[NH2:2][C:3]1[CH:8]=[CH:7][CH:6]=[CH:5][C:4]=1[N:9]1[C:17]2[C:12](=[CH:13][C:14]([Cl:18])=[CH:15][CH:16]=2)[CH2:11][CH2:10]1.CN(C)[CH:21]=[O:22].C[O-].[Na+].CNC>O>[Cl:18][C:14]1[CH:13]=[C:12]2[C:17](=[CH:16][CH:15]=1)[N:9]([C:4]1[CH:5]=[CH:6][CH:7]=[CH:8][C:3]=1[NH:2][CH:21]=[O:22])[CH2:10][CH2:11]2 |f:0.1,3.4|. The reactants are [Al+3], CCOC(=O)C(CC)Cc1ccc(OC)cc1, CC(=O)Cl, [Cl-], [Cl-], [Cl-], ClCCl, O. Yields the product CCOC(=O)C(CC)Cc1ccc(OC)c(C(C)=O)c1. RXN SMILES: [Al+3:6].[CH2:9]([CH3:10])[CH:11]([C:12](=[O:13])[O:14][CH2:15][CH3:16])[CH2:17][c:18]1[cH:19][cH:20][c:21]([O:24][CH3:25])[cH:22][cH:23]1.[CH3:1][C:2]([Cl:3])=[O:4].[Cl-:5].[Cl-:7].[Cl-:8].[Cl:27][CH2:28][Cl:29].[OH2:26]>>[CH3:1][C:2](=[O:4])[c:22]1[c:21]([O:24][CH3:25])[cH:20][cH:19][c:18]([CH2:17][CH:11]([CH2:9][CH3:10])[C:12](=[O:13])[O:14][CH2:15][CH3:16])[cH:23]1. Reactants: solid, ClC1=CC(=C(C=C1)C1=NC2=C(N1CC=1C=C(C(=O)O)C=CC1)C=C(C(=C2)F)F)OCC2CCCC2 (3-[2-(4-Chloro-2-cyclopentylmethoxy-phenyl)-5,6-difluoro-benzoimidazol-1-ylmethyl]-benzoic acid), FC=1C=C(C(=CC1F)N)N (4,5-difluoro-benzene-1,2-diamine), BrC1=C(C(=O)O)C=CC=C1 (2-bromo-benzoic acid). Product: BrC1=C(C=CC=C1)C1=NC2=C(N1)C=C(C(=C2)F)F (2-(2-Bromo-phenyl)-5,6-difluoro-1H-benzoimidazole). Reaction SMILES: Cl[C:2]1[CH:7]=[CH:6][C:5]([C:8]2[N:12](CC3C=C(C=CC=3)C(O)=O)[C:11]3[CH:23]=[C:24]([F:28])[C:25]([F:27])=[CH:26][C:10]=3[N:9]=2)=[C:4](OCC2CCCC2)[CH:3]=1.FC1C=C(N)C(N)=CC=1F.[Br:46]C1C=CC=CC=1C(O)=O>>[Br:46][C:4]1[CH:3]=[CH:2][CH:7]=[CH:6][C:5]=1[C:8]1[NH:12][C:11]2[CH:23]=[C:24]([F:28])[C:25]([F:27])=[CH:26][C:10]=2[N:9]=1. Reported procedure: The title compound was prepared in analogy to Example 19, intermediate c, from 4,5-difluoro-benzene-1,2-diamine (CAS Reg. No. 76179-40-3) and 2-bromo-benzoic acid (CAS Reg. No. 88-65-3). Yellow solid (85%). MS (Turbo Spray): m/z=273.0 (M+H). Reactants: C1CCOC1, CC(C)(C)OC(=O)NC1(C(=O)NC(CCO)c2ccc(Cl)cc2)CCN(c2ncnc3[nH]ccc23)CC1, O=C1NC(=O)c2ccccc21, CCOC(=O)N=NC(=O)OCC, c1ccc(P(c2ccccc2)c2ccccc2)cc1. Product: CC(C)(C)OC(=O)NC1(C(=O)NC(CCN2C(=O)c3ccccc3C2=O)c2ccc(Cl)cc2)CCN(c2ncnc3[nH]ccc23)CC1. Reaction SMILES: [CH2:80]1[O:81][CH2:82][CH2:83][CH2:84]1.[Cl:31][c:32]1[cH:33][cH:34][c:35]([CH:38]([CH2:39][CH2:40][OH:41])[NH:42][C:43](=[O:44])[C:45]2([NH:60][C:61]([O:62][C:63]([CH3:64])([CH3:65])[CH3:66])=[O:67])[CH2:46][CH2:47][N:48]([c:51]3[c:52]4[c:53]([n:54][cH:55][n:56]3)[nH:57][cH:58][cH:59]4)[CH2:49][CH2:50]2)[cH:36][cH:37]1.[O:20]=[C:21]1[NH:22][C:23](=[O:24])[c:25]2[cH:26][cH:27][cH:28][cH:29][c:30]21.[O:68]=[C:69]([O:70][CH2:71][CH3:72])[N:73]=[N:74][C:75]([O:76][CH2:77][CH3:78])=[O:79].[c:1]1([P:2]([c:3]2[cH:4][cH:5][cH:6][cH:7][cH:8]2)[c:9]2[cH:10][cH:11][cH:12][cH:13][cH:14]2)[cH:15][cH:16][cH:17][cH:18][cH:19]1>>[O:20]=[C:21]1[N:22]([CH2:40][CH2:39][CH:38]([c:35]2[cH:34][cH:33][c:32]([Cl:31])[cH:37][cH:36]2)[NH:42][C:43](=[O:44])[C:45]2([NH:60][C:61]([O:62][C:63]([CH3:64])([CH3:65])[CH3:66])=[O:67])[CH2:46][CH2:47][N:48]([c:51]3[c:52]4[c:53]([n:54][cH:55][n:56]3)[nH:57][cH:58][cH:59]4)[CH2:49][CH2:50]2)[C:23](=[O:24])[c:25]2[cH:26][cH:27][cH:28][cH:29][c:30]21.